Dataset: the Open Reaction Database (ORD), a public repository of structured organic reaction records. Task: describe an organic reaction: reactants, conditions, products, and yield Reactants: N1=CC=CC=C1 (Pyridine), [Ag]=O (silver oxide), CC1=C2[C@H](C(=O)[C@@]3([C@H](C[C@@H]4[C@]([C@H]3[C@@H]([C@@](C2(C)C)(C[C@@H]1O)O)OC(=O)C=5C=CC=CC5)(CO4)OC(=O)C)O)C)O (10-deacetylbaccatin III), C1(=CC=CC=C1)C.CI (toluene methyl iodide), 7,10-dimethoxy-10-deacetylbaccatin, [Ag]=O (silver oxide), CI (methyl iodide), N1=CC=CC=C1 (pyridine). Run at temperature 50 celsius, time 24 hour. The product is [Ag]=O.CI.N1=CC=CC=C1.C1(=CC=CC=C1)C (Silver oxide methyl iodide pyridine toluene). Reaction SMILES: [N:1]1[CH:6]=[CH:5][CH:4]=[CH:3][CH:2]=1.[Ag:7]=[O:8].[CH3:9][C:10]1[C@@H:27](O)[CH2:26][C@:22]2(O)[C:23](C)(C)[C:11]=1[C@@H](O)C([C@@]1(C)[C@H]([C@@H]2OC(C2C=CC=CC=2)=O)[C@]2(OC(C)=O)CO[C@@H]2C[C@@H]1O)=O.C1(C)C=CC=CC=1.[CH3:55][I:56].CI>>[Ag:7]=[O:8].[CH3:55][I:56].[N:1]1[CH:6]=[CH:5][CH:4]=[CH:3][CH:2]=1.[C:10]1([CH3:9])[CH:27]=[CH:26][CH:22]=[CH:23][CH:11]=1 |f:3.4,6.7.8.9|. Procedure: Pyridine (8 μl, 0.1 mmol, 0.2 equiv.) and then silver oxide (255 mg, 1.1 mmol, 2.2 equiv.) are successively added to a suspension of 10-deacetylbaccatin III (272 mg, 0.5 mmol) in a toluene/methyl iodide mixture (3/2; 2.5 ml) at room temperature. The reaction mixture is then heated to 50° C. After stirring for 24 h at 60° C., an excess of reagents is added: silver oxide (255 mg, 1.1 mmol, 2.2 equiv.), pyridine (80 μl, 1 mmol, 2 equiv.) and methyl iodide (1 ml). After heating for a further 24 h, t... Starting materials: COC(=O)CCc1ccc(Oc2cccc(OCc3ccccc3)c2)cc1C, CCOC(C)=O. Product: COC(=O)CCc1ccc(Oc2cccc(O)c2)cc1C. RXN SMILES: [CH3:1][O:2][C:3]([CH2:4][CH2:5][c:6]1[c:7]([CH3:27])[cH:8][c:9]([O:12][c:13]2[cH:14][c:15]([O:19][CH2:20][c:21]3[cH:22][cH:23][cH:24][cH:25][cH:26]3)[cH:16][cH:17][cH:18]2)[cH:10][cH:11]1)=[O:28].[CH3:29][CH2:30][O:31][C:32](=[O:33])[CH3:34]>>[CH3:1][O:2][C:3]([CH2:4][CH2:5][c:6]1[c:7]([CH3:27])[cH:8][c:9]([O:12][c:13]2[cH:14][c:15]([OH:19])[cH:16][cH:17][cH:18]2)[cH:10][cH:11]1)=[O:28]. The reactants are CCc1cc([N+](=O)[O-])c(N)c([N+](=O)[O-])c1COC, Cc1ccc([N+](=O)[O-])c(N)c1[N+](=O)[O-]. The product is CCc1cc([N+](=O)[O-])c(N)c([N+](=O)[O-])c1C. Reaction SMILES: [CH2:15]([CH3:16])[c:17]1[c:18]([CH2:30][O:31][CH3:32])[c:19]([N+:27](=[O:28])[O-:29])[c:20]([NH2:21])[c:22]([N+:24](=[O:25])[O-:26])[cH:23]1.[N+:1]([c:2]1[c:3]([CH3:4])[cH:5][cH:6][c:7]([N+:8]([O-:9])=[O:10])[c:11]1[NH2:12])([O-:13])=[O:14]>>[CH2:15]([CH3:16])[c:17]1[c:18]([CH3:30])[c:19]([N+:27](=[O:28])[O-:29])[c:20]([NH2:21])[c:22]([N+:24](=[O:25])[O-:26])[cH:23]1. Starting materials: OCCOC1(CCNC(CC1)=O)C=1SC(=CN1)C=1C=C(C=C(C1)C)N(C(OC(C)(C)C)=O)C1=NC=CC(=N1)C(F)(F)F (tert-butyl (3-{2-[4-(2-hydroxyethoxy)-7-oxoazepan-4-yl]-1,3-thiazol-5-yl}-5-methylphenyl)[4-(trifluoromethyl)pyrimidin-2-yl]carbamate), C(=O)(C(F)(F)F)O (TFA). Run in C(C)#N (acetonitrile), O (water). Conditions: temperature 125 celsius. The product is OCCOC1(CCC(NCC1)=O)C=1SC(=CN1)C1=CC(=CC(=C1)NC1=NC=CC(=N1)C(F)(F)F)C (5-(2-hydroxyethoxy)-5-[5-(3-methyl-5-{[4-(trifluoromethyl)pyrimidin-2-yl]amino}phenyl)-1,3-thiazol-2-yl]azepan-2-one). The yield is 79.8%. As a reaction SMILES: [OH:1][CH2:2][CH2:3][O:4][C:5]1([C:13]2[S:14][C:15]([C:18]3[CH:19]=[C:20]([N:25]([C:33]4[N:38]=[C:37]([C:39]([F:42])([F:41])[F:40])[CH:36]=[CH:35][N:34]=4)C(=O)OC(C)(C)C)[CH:21]=[C:22]([CH3:24])[CH:23]=3)=[CH:16][N:17]=2)[CH2:11][CH2:10][C:9](=[O:12])[NH:8][CH2:7][CH2:6]1.C(O)(C(F)(F)F)=O>C(#N)C.O>[OH:1][CH2:2][CH2:3][O:4][C:5]1([C:13]2[S:14][C:15]([C:18]3[CH:19]=[C:20]([NH:25][C:33]4[N:38]=[C:37]([C:39]([F:40])([F:41])[F:42])[CH:36]=[CH:35][N:34]=4)[CH:21]=[C:22]([CH3:24])[CH:23]=3)=[CH:16][N:17]=2)[CH2:6][CH2:7][NH:8][C:9](=[O:12])[CH2:10][CH2:11]1. Procedure: A bi-phasic mixture of the product from Step 1 (15 mg, 0.02 mmol) in acetonitrile and water with 0.05% TFA (reverse-phase HPLC solvent system) was heated at 125° C. for 10 minutes. The reaction was concentrated in vacuo, and the residual oil was partitioned between EtOAc (2×40 ml) and saturated aqueous NaHCO3 (55 ml). The combined organic layers were dried over MgSO4, filtered and concentrated to afford the desired title product (8.1 mg, 77%) as a yellow oil. MS ESI: [M+H]+ m/z 508.2 1H NMR (500...